From a dataset of the Open Reaction Database (ORD), a public repository of structured organic reaction records. describe an organic reaction: reactants, conditions, products, and yield Reactants: [Al+3], COc1cc(C2CCCCC2)c(C(C)=O)cc1OC(C)C, [Cl-], [Cl-], [Cl-], ClCCl. Yields the product COc1cc(C2CCCCC2)c(C(C)=O)cc1O. Reaction SMILES: [Al+3:23].[CH:1]1([c:7]2[c:8]([C:19]([CH3:20])=[O:21])[cH:9][c:10]([O:15][CH:16]([CH3:17])[CH3:18])[c:11]([O:13][CH3:14])[cH:12]2)[CH2:2][CH2:3][CH2:4][CH2:5][CH2:6]1.[Cl-:22].[Cl-:24].[Cl-:25].[Cl:26][CH2:27][Cl:28]>>[CH:1]1([c:7]2[c:8]([C:19]([CH3:20])=[O:21])[cH:9][c:10]([OH:15])[c:11]([O:13][CH3:14])[cH:12]2)[CH2:2][CH2:3][CH2:4][CH2:5][CH2:6]1. Starting materials: O=C1CCC(=O)N1Br, ClCCl, CC(C)CCCC(C)CCCC(C)CCO, c1ccc(P(c2ccccc2)c2ccccc2)cc1. The product is CC(C)CCCC(C)CCCC(C)CCBr. As a reaction SMILES: [Br:17][N:18]1[C:19](=[O:20])[CH2:21][CH2:22][C:23]1=[O:24].[CH2:44]([Cl:45])[Cl:46].[CH3:1][CH:2]([CH2:3][CH2:4][OH:5])[CH2:6][CH2:7][CH2:8][CH:9]([CH2:10][CH2:11][CH2:12][CH:13]([CH3:14])[CH3:15])[CH3:16].[c:25]1([P:26]([c:27]2[cH:28][cH:29][cH:30][cH:31][cH:32]2)[c:33]2[cH:34][cH:35][cH:36][cH:37][cH:38]2)[cH:39][cH:40][cH:41][cH:42][cH:43]1>>[CH3:1][CH:2]([CH2:3][CH2:4][Br:17])[CH2:6][CH2:7][CH2:8][CH:9]([CH2:10][CH2:11][CH2:12][CH:13]([CH3:14])[CH3:15])[CH3:16]. The reactants are CCOC(=O)c1ccc(Br)c(OC)c1SC, CCO, [K+], [OH-], O. Yields the product COc1c(Br)ccc(C(=O)O)c1SC. Reaction SMILES: [Br:3][c:4]1[c:5]([O:17][CH3:18])[c:6]([S:15][CH3:16])[c:7]([C:8](=[O:9])[O:10][CH2:11][CH3:12])[cH:13][cH:14]1.[CH3:20][CH2:21][OH:22].[K+:2].[OH-:1].[OH2:19]>>[Br:3][c:4]1[c:5]([O:17][CH3:18])[c:6]([S:15][CH3:16])[c:7]([C:8](=[O:9])[OH:10])[cH:13][cH:14]1. Reactants: CN(CCO)C(=N)N (Creatinol), C(CCCCCCCCCCCCCCC)(=O)O (Palmitic acid), [Cl-].[Ca+2].[Cl-] (calcium chloride), C(C)(=O)Cl (acetyl chloride), CN(CCO)C(=N)N (Creatinol), C(C)(=O)Cl (acetyl chloride). Run in C(Cl)Cl (DCM), C(Cl)Cl (DCM). Run at temperature 0 celsius, time 10 minute. Yields the product C(CCCCCCCCCCCCCCC)(=O)OCCN(C(=N)N)C (2-(1-methylguanidino)ethyl palmitate). Reaction SMILES: [Cl-].[Ca+2].[Cl-].C(Cl)(=O)C.[CH3:8][N:9]([C:13]([NH2:15])=[NH:14])[CH2:10][CH2:11][OH:12].[C:16](O)(=[O:32])[CH2:17][CH2:18][CH2:19][CH2:20][CH2:21][CH2:22][CH2:23][CH2:24][CH2:25][CH2:26][CH2:27][CH2:28][CH2:29][CH2:30][CH3:31]>C(Cl)Cl>[C:16]([O:12][CH2:11][CH2:10][N:9]([CH3:8])[C:13]([NH2:15])=[NH:14])(=[O:32])[CH2:17][CH2:18][CH2:19][CH2:20][CH2:21][CH2:22][CH2:23][CH2:24][CH2:25][CH2:26][CH2:27][CH2:28][CH2:29][CH2:30][CH3:31] |f:0.1.2|. Reported procedure: In a dry 3-necked round bottomed flask, containing a magnetic stirrer, equipped with a dropping funnel, a reflux condenser protected from moisture by a calcium chloride filled drying tube and a rubber septum. The dropping funnel is filled with 12.44 mL (175 mmol) of acetyl chloride and 35 mL of dry DCM. The flask is charged with 41.00 g (350 mmol) of Creatinol and 175 mL of dry DCM, and cooled with an ice-water bath to about 0° C., under a nitrogen atmosphere. The acetyl chloride solution is the... Starting materials: CCOC=C(C(=O)OCC)C(=O)OCC, CCO, Nc1ccn(-c2ccccc2)n1. Yields the product CCOC(=O)C(=CNc1ccn(-c2ccccc2)n1)C(=O)OCC. Reaction SMILES: [CH2:13]([O:14][CH:16]=[C:17]([C:18](=[O:19])[O:20][CH2:21][CH3:22])[C:23](=[O:24])[O:25][CH2:26][CH3:27])[CH3:15].[CH3:28][CH2:29][OH:30].[c:1]1(-[n:7]2[n:8][c:9]([NH2:12])[cH:10][cH:11]2)[cH:2][cH:3][cH:4][cH:5][cH:6]1>>[c:1]1(-[n:7]2[n:8][c:9]([NH:12][CH:16]=[C:17]([C:18](=[O:19])[O:20][CH2:21][CH3:22])[C:23](=[O:24])[O:25][CH2:26][CH3:27])[cH:10][cH:11]2)[cH:2][cH:3][cH:4][cH:5][cH:6]1. Starting materials: CC(=O)O, CCCC[N+](CCCC)(CCCC)CCCC, ClCCl, CCOC(=O)C1=C(C)NC(CCl)=C(C(=O)OCC)C1c1cccc([N+](=O)[O-])c1, S. The product is CCOC(=O)C1=C(C)NC(CS)=C(C(=O)OCC)C1c1cccc([N+](=O)[O-])c1. Reaction SMILES: [C:47]([OH:48])(=[O:49])[CH3:50].[CH2:30]([N+:31]([CH2:32][CH2:33][CH2:34][CH3:35])([CH2:36][CH2:37][CH2:38][CH3:39])[CH2:40][CH2:41][CH2:42][CH3:43])[CH2:44][CH2:45][CH3:46].[CH2:51]([Cl:52])[Cl:53].[Cl:1][CH2:2][C:3]1=[C:8]([C:9](=[O:10])[O:11][CH2:12][CH3:13])[CH:7]([c:14]2[cH:15][c:16]([N+:20](=[O:21])[O-:22])[cH:17][cH:18][cH:19]2)[C:6]([C:23](=[O:24])[O:25][CH2:26][CH3:27])=[C:5]([CH3:28])[NH:4]1.[SH2:29]>>[CH2:2]([C:3]1=[C:8]([C:9](=[O:10])[O:11][CH2:12][CH3:13])[CH:7]([c:14]2[cH:15][c:16]([N+:20](=[O:21])[O-:22])[cH:17][cH:18][cH:19]2)[C:6]([C:23](=[O:24])[O:25][CH2:26][CH3:27])=[C:5]([CH3:28])[NH:4]1)[SH:29]. Starting materials: Cc1cccnc1NC(=O)OC(C)(C)C, CCOC(=O)C(=O)OCC, [Li]CCCC, C1CCOC1. Yields the product CCOC(=O)C1(O)Cc2cccnc2N1C(=O)OC(C)(C)C. RXN SMILES: [C:1]([CH3:2])([CH3:3])([CH3:4])[O:5][C:6](=[O:7])[NH:8][c:9]1[n:10][cH:11][cH:12][cH:13][c:14]1[CH3:15].[C:21]([C:22](=[O:23])[O:24][CH2:25][CH3:26])(=[O:27])[O:28][CH2:29][CH3:30].[CH2:16]([Li:17])[CH2:18][CH2:19][CH3:20].[CH2:31]1[O:32][CH2:33][CH2:34][CH2:35]1>>[C:1]([CH3:2])([CH3:3])([CH3:4])[O:5][C:6](=[O:7])[N:8]1[c:9]2[n:10][cH:11][cH:12][cH:13][c:14]2[CH2:15][C:21]1([C:22](=[O:23])[O:24][CH2:25][CH3:26])[OH:27]. The reactants are Nc1cc(Cl)ccn1, Cl, O, O=[N+]([O-])O, O=S(=O)(O)O. Yields the product Nc1nccc(Cl)c1[N+](=O)[O-]. As a reaction SMILES: [Cl:2][c:3]1[cH:4][c:5]([NH2:9])[n:6][cH:7][cH:8]1.[ClH:1].[OH2:19].[OH:15][N+:16]([O-:17])=[O:18].[S:10](=[O:11])(=[O:12])([OH:13])[OH:14]>>[Cl:2][c:3]1[c:4]([N+:16](=[O:15])[O-:17])[c:5]([NH2:9])[n:6][cH:7][cH:8]1.